From a dataset of the Open Reaction Database (ORD), a public repository of structured organic reaction records. describe an organic reaction: reactants, conditions, products, and yield The reactants are O (water), C(C)(C)(C)NC(=O)C1=CN(C2=NC=C(N=C21)C2=NN(C1=CC(=CC=C21)S(=O)(=O)C)C)COCC[Si](C)(C)C (2-(6-methanesulfonyl-1-methyl-1H-indazol-3-yl)-5-(2-trimethylsilanyl-ethoxymethyl)-5H-pyrrolo[2,3-b]pyrazine-7-carboxylic acid tert-butylamide), C(CN)N (ethylenediamine), FC(C(=O)O)(F)F (trifluoroacetic acid). Run in C(C)(=O)OCC (ethyl acetate), ClCCl (dichloromethane). Conditions: time 2.5 hour. Product: C(C)(C)(C)NC(=O)C1=CNC2=NC=C(N=C21)C2=NN(C1=CC(=CC=C21)S(=O)(=O)C)C (2-(6-methanesulfonyl-1-methyl-1H-indazol-3-yl)-5H-pyrrolo[2,3-b]pyrazine-7-carboxylic acid tert-butylamide). The yield is 66.7%. Reaction SMILES: [C:1]([NH:5][C:6]([C:8]1[C:16]2[C:11](=[N:12][CH:13]=[C:14]([C:17]3[C:25]4[C:20](=[CH:21][C:22]([S:26]([CH3:29])(=[O:28])=[O:27])=[CH:23][CH:24]=4)[N:19]([CH3:30])[N:18]=3)[N:15]=2)[N:10](COCC[Si](C)(C)C)[CH:9]=1)=[O:7])([CH3:4])([CH3:3])[CH3:2].FC(F)(F)C(O)=O.C(N)CN.O>ClCCl.C(OCC)(=O)C>[C:1]([NH:5][C:6]([C:8]1[C:16]2[C:11](=[N:12][CH:13]=[C:14]([C:17]3[C:25]4[C:20](=[CH:21][C:22]([S:26]([CH3:29])(=[O:27])=[O:28])=[CH:23][CH:24]=4)[N:19]([CH3:30])[N:18]=3)[N:15]=2)[NH:10][CH:9]=1)=[O:7])([CH3:4])([CH3:3])[CH3:2]. Procedure details: In a round-bottomed flask, 2-(6-methanesulfonyl-1-methyl-1H-indazol-3-yl)-5-(2-trimethylsilanyl-ethoxymethyl)-5H-pyrrolo[2,3-b]pyrazine-7-carboxylic acid tert-butylamide (76 mg, 0.137 mmol) was dissolved in dichloromethane (0.7 ml) and trifluoroacetic acid (0.42 ml, 5.45 mmol) was added. The reaction mixture was stirred at room temperature for 2.5 h then concentrated. The residue was dissolved in dichloromethane (0.7 ml) and ethylenediamine (0.55 ml, 8.14 mmol) was added. The reaction was stirre...